From a dataset of the Open Reaction Database (ORD), a public repository of structured organic reaction records. describe an organic reaction: reactants, conditions, products, and yield Starting materials: C(C)(C)(C)OC(=O)N[C@H]1[C@H](CC[C@@H](C1)C(NC(C)(C)C)=O)NC(=O)C=1NC2=CC=C(C=C2C1)Cl ((1S,2R,4S)-N2-(tert-Butoxycarbonyl)-4-[N-(tert-butyl)carbamoyl]-N1-[(5-chloroindol-2-yl)carbonyl]-1,2-cyclohexanediamine), Cl (hydrochloric acid), CN1CC2=C(CC1)N=C(S2)C(=O)[O-].[Li+] (lithium 5-methyl-4,5,6,7-tetrahydrothiazolo[5,4-c]pyridine-2-carboxylate). Run in O1CCOCC1 (dioxane). The product is Cl.C(C)(C)(C)NC(=O)[C@@H]1C[C@H]([C@H](CC1)NC(=O)C=1NC2=CC=C(C=C2C1)Cl)NC(=O)C=1SC=2CN(CCC2N1)C ((1S,2R,4S)-4-[N-(tert-Butyl)carbamoyl]-N1-[(5-chloroindol-2-yl)carbonyl]-N2-[(5-methyl-4,5,6,7-tetrahydrothiazolo[5,4-c]pyridin-2-yl)carbonyl]-1,2-cyclohexanediamine hydrochloride). As a reaction SMILES: C([O:5][C:6]([NH:8][C@@H:9]1[CH2:14][C@@H:13]([C:15](=[O:21])[NH:16][C:17]([CH3:20])([CH3:19])[CH3:18])[CH2:12][CH2:11][C@@H:10]1[NH:22][C:23]([C:25]1[NH:26][C:27]2[C:32]([CH:33]=1)=[CH:31][C:30]([Cl:34])=[CH:29][CH:28]=2)=[O:24])=O)(C)(C)C.Cl.[CH3:36][N:37]1[CH2:42][CH2:41][C:40]2[N:43]=[C:44](C([O-])=O)[S:45][C:39]=2[CH2:38]1.[Li+]>O1CCOCC1>[ClH:34].[C:17]([NH:16][C:15]([C@H:13]1[CH2:12][CH2:11][C@H:10]([NH:22][C:23]([C:25]2[NH:26][C:27]3[C:32]([CH:33]=2)=[CH:31][C:30]([Cl:34])=[CH:29][CH:28]=3)=[O:24])[C@H:9]([NH:8][C:6]([C:44]2[S:45][C:39]3[CH2:38][N:37]([CH3:36])[CH2:42][CH2:41][C:40]=3[N:43]=2)=[O:5])[CH2:14]1)=[O:21])([CH3:18])([CH3:20])[CH3:19] |f:2.3,5.6|. Procedure: (1S,2R,4S)-N2-(tert-Butoxycarbonyl)-4-[N-(tert-butyl)carbamoyl]-N1-[(5-chloroindol-2-yl)carbonyl]-1,2-cyclohexanediamine was treated with a 4N dioxane solution of hydrochloric acid and then condensed with lithium 5-methyl-4,5,6,7-tetrahydrothiazolo[5,4-c]pyridine-2-carboxylate in a similar manner to Example 118 to obtain the title compound. Reactants: CC(C)(C)OC(=O)Nc1ccc(-c2cccs2)cc1NC(=O)c1ccc(CBr)cc1, CCOP(=O)(CC#N)OCC, C1CCOC1, CCOC(C)=O, [H-], [Na+]. Product: CCOP(=O)(OCC)C(C#N)Cc1ccc(C(=O)Nc2cc(-c3cccs3)ccc2NC(=O)OC(C)(C)C)cc1. As a reaction SMILES: [Br:14][CH2:15][c:16]1[cH:17][cH:18][c:19]([C:20](=[O:21])[NH:22][c:23]2[c:24]([NH:34][C:35]([O:36][C:37]([CH3:38])([CH3:39])[CH3:40])=[O:41])[cH:25][cH:26][c:27](-[c:29]3[s:30][cH:31][cH:32][cH:33]3)[cH:28]2)[cH:42][cH:43]1.[C:1](#[N:2])[CH2:3][P:4]([O:5][CH2:6][CH3:7])([O:8][CH2:9][CH3:10])=[O:11].[CH2:44]1[O:45][CH2:46][CH2:47][CH2:48]1.[CH3:49][CH2:50][O:51][C:52](=[O:53])[CH3:54].[H-:12].[Na+:13]>>[C:1](#[N:2])[CH:3]([P:4]([O:5][CH2:6][CH3:7])([O:8][CH2:9][CH3:10])=[O:11])[CH2:15][c:16]1[cH:17][cH:18][c:19]([C:20](=[O:21])[NH:22][c:23]2[c:24]([NH:34][C:35]([O:36][C:37]([CH3:38])([CH3:39])[CH3:40])=[O:41])[cH:25][cH:26][c:27](-[c:29]3[s:30][cH:31][cH:32][cH:33]3)[cH:28]2)[cH:42][cH:43]1. Starting materials: Cc1cc(Br)cc(C)c1NC(=O)CC(C)(C)C, CC(C)(C)[O-], Cc1ccccc1, CN(C)c1ccccc1-c1ccccc1P(C1CCCCC1)C1CCCCC1, Cl, FC(F)(F)c1ccc2c(c1)CCNC2, [K+]. Yields the product Cc1cc(N2CCc3cc(C(F)(F)F)ccc3C2)cc(C)c1NC(=O)CC(C)(C)C. As a reaction SMILES: [Br:50][c:51]1[cH:52][c:53]([CH3:66])[c:54]([NH:58][C:59]([CH2:60][C:61]([CH3:62])([CH3:63])[CH3:64])=[O:65])[c:55]([CH3:57])[cH:56]1.[CH3:29][C:30]([CH3:31])([O-:32])[CH3:33].[CH3:67][c:68]1[cH:69][cH:70][cH:71][cH:72][cH:73]1.[CH:1]1([P:2]([CH:3]2[CH2:4][CH2:5][CH2:6][CH2:7][CH2:8]2)[c:9]2[cH:10][cH:11][cH:12][cH:13][c:14]2-[c:15]2[cH:16][cH:17][cH:18][cH:19][c:20]2[N:21]([CH3:22])[CH3:23])[CH2:24][CH2:25][CH2:26][CH2:27][CH2:28]1.[ClH:35].[F:36][C:37]([c:38]1[cH:39][c:40]2[c:45]([cH:46][cH:47]1)[CH2:44][NH:43][CH2:42][CH2:41]2)([F:48])[F:49].[K+:34]>>[F:36][C:37]([c:38]1[cH:39][c:40]2[c:45]([cH:46][cH:47]1)[CH2:44][N:43]([c:51]1[cH:52][c:53]([CH3:66])[c:54]([NH:58][C:59]([CH2:60][C:61]([CH3:62])([CH3:63])[CH3:64])=[O:65])[c:55]([CH3:57])[cH:56]1)[CH2:42][CH2:41]2)([F:48])[F:49].